Dataset: the Open Reaction Database (ORD), a public repository of structured organic reaction records. Task: describe an organic reaction: reactants, conditions, products, and yield The reactants are C(C)(=O)NC=1SC(=CN1)SC1=CC=C(C=C1)N (2-acetylamino-5-(4-aminophenylthio)thiazole), Cl (hydrochloric acid), [OH-].[Na+] (sodium hydroxide), ice water. Solvent: C(C)(=O)O (acetic acid). The product is NC=1SC(=CN1)SC1=CC=C(C=C1)N (2-amino-5-(4-aminophenylthio)thiazole). Yield: 80.8%. As a reaction SMILES: C([NH:4][C:5]1[S:6][C:7]([S:10][C:11]2[CH:16]=[CH:15][C:14]([NH2:17])=[CH:13][CH:12]=2)=[CH:8][N:9]=1)(=O)C.Cl.[OH-].[Na+]>C(O)(=O)C>[NH2:4][C:5]1[S:6][C:7]([S:10][C:11]2[CH:16]=[CH:15][C:14]([NH2:17])=[CH:13][CH:12]=2)=[CH:8][N:9]=1 |f:2.3|. Procedure details: A solution of 2-acetylamino-5-(4-aminophenylthio)thiazole (2.5 g) in a mixture of acetic acid (20 ml) and 6N-aqueous hydrochloric acid (5 ml) was refluxed for 4 hours with stirring. The reaction mixture was poured into ice-water and the solution was adjusted to pH 10 using 1N-aqueous sodium hydroxide with stirring under ice cooling. The precipitates were collected by filtration, washed with water and dried in vacuo to give 2-amino-5-(4-aminophenylthio)thiazole (1.70 g, yield: 81.5%). Reaction SMILES: [CH3:3][CH2:4][O:5][C:6](=[O:7])[CH2:8][P:9]([O:10][CH2:11][CH3:12])([O:13][CH2:14][CH3:15])=[O:16].[CH3:40][c:41]1[cH:42][cH:43][cH:44][cH:45][cH:46]1.[CH:17](=[O:18])[c:19]1[cH:20][c:21]2[c:22]([n:23](-[c:26]3[cH:27][c:28]([N:32]4[CH2:33][CH2:34][CH2:35][CH2:36][CH2:37]4)[cH:29][cH:30][cH:31]3)[cH:24][n:25]2)[cH:38][cH:39]1.[H-:1].[Na+:2]>>[CH3:3][CH2:4][O:5][C:6](=[O:7])[CH:8]=[CH:17][c:19]1[cH:20][c:21]2[c:22]([n:23](-[c:26]3[cH:27][c:28]([N:32]4[CH2:33][CH2:34][CH2:35][CH2:36][CH2:37]4)[cH:29][cH:30][cH:31]3)[cH:24][n:25]2)[cH:38][cH:39]1. The reactants are CCOC(=O)CP(=O)(OCC)OCC, Cc1ccccc1, O=Cc1ccc2c(c1)ncn2-c1cccc(N2CCCCC2)c1, [H-], [Na+]. The product is CCOC(=O)C=Cc1ccc2c(c1)ncn2-c1cccc(N2CCCCC2)c1. Reactants: CSCCC(N)C(=O)O, CN1CCOCC1, O=C1OC(c2cc3ccccc3s2)=NC12CCCCC2. The product is CSCCC(NC(=O)C1(NC(=O)c2cc3ccccc3s2)CCCCC1)C(=O)O. RXN SMILES: [CH3:1][S:2][CH2:3][CH2:4][CH:5]([NH2:6])[C:7]([OH:8])=[O:9].[CH3:30][N:31]1[CH2:32][CH2:33][O:34][CH2:35][CH2:36]1.[s:10]1[c:11]([C:19]2=[N:20][C:21]3([C:22](=[O:24])[O:23]2)[CH2:25][CH2:26][CH2:27][CH2:28][CH2:29]3)[cH:12][c:13]2[c:14]1[cH:15][cH:16][cH:17][cH:18]2>>[CH3:1][S:2][CH2:3][CH2:4][CH:5]([NH:6][C:22]([C:21]1([NH:20][C:19]([c:11]2[s:10][c:14]3[c:13]([cH:12]2)[cH:18][cH:17][cH:16][cH:15]3)=[O:23])[CH2:25][CH2:26][CH2:27][CH2:28][CH2:29]1)=[O:24])[C:7]([OH:8])=[O:9]. Starting materials: C[Si](C)(C)Cl, [I-], [Na+], O, O=S1(=O)CCCC1, COc1ccc(CCc2ccc(N(c3ccccc3)c3ccccc3)cc2)cc1. Yields the product Oc1ccc(CCc2ccc(N(c3ccccc3)c3ccccc3)cc2)cc1. RXN SMILES: [CH3:39][Si:40]([CH3:41])([CH3:42])[Cl:43].[I-:38].[Na+:37].[OH2:44].[S:30]1(=[O:35])(=[O:36])[CH2:31][CH2:32][CH2:33][CH2:34]1.[c:1]1([N:7]([c:8]2[cH:9][cH:10][c:11]([CH2:14][CH2:15][c:16]3[cH:17][cH:18][c:19]([O:22][CH3:23])[cH:20][cH:21]3)[cH:12][cH:13]2)[c:24]2[cH:25][cH:26][cH:27][cH:28][cH:29]2)[cH:2][cH:3][cH:4][cH:5][cH:6]1>>[c:1]1([N:7]([c:8]2[cH:9][cH:10][c:11]([CH2:14][CH2:15][c:16]3[cH:17][cH:18][c:19]([OH:22])[cH:20][cH:21]3)[cH:12][cH:13]2)[c:24]2[cH:25][cH:26][cH:27][cH:28][cH:29]2)[cH:2][cH:3][cH:4][cH:5][cH:6]1. Reactants: O=C(Cl)c1ccccc1, CN(C)C=O, CO, O=C1N(C2CCCCC2)CCC12CCNCC2, CCN(C(C)C)C(C)C, O=C(O)C(F)(F)F. Product: O=C(c1ccccc1)N1CCC2(CC1)CCN(C1CCCCC1)C2=O. RXN SMILES: [C:1]([c:2]1[cH:3][cH:4][cH:5][cH:6][cH:7]1)(=[O:8])[Cl:9].[CH3:43][N:44]([CH3:45])[CH:46]=[O:47].[CH3:48][OH:49].[CH:10]1([N:16]2[C:17](=[O:26])[C:18]3([CH2:19][CH2:20]2)[CH2:21][CH2:22][NH:23][CH2:24][CH2:25]3)[CH2:11][CH2:12][CH2:13][CH2:14][CH2:15]1.[CH:27]([N:28]([CH2:29][CH3:30])[CH:31]([CH3:32])[CH3:33])([CH3:34])[CH3:35].[F:36][C:37]([F:38])([F:39])[C:40]([OH:41])=[O:42]>>[C:1]([c:2]1[cH:3][cH:4][cH:5][cH:6][cH:7]1)(=[O:8])[N:23]1[CH2:22][CH2:21][C:18]2([C:17](=[O:26])[N:16]([CH:10]3[CH2:11][CH2:12][CH2:13][CH2:14][CH2:15]3)[CH2:20][CH2:19]2)[CH2:25][CH2:24]1. Starting materials: N#Cc1cc(C(F)(F)F)cc(Cl)c1F, O=c1cc(C(F)(F)C(F)(F)F)nc[nH]1. Product: N#Cc1cc(C(F)(F)F)cc(Cl)c1-n1cnc(C(F)(F)C(F)(F)F)cc1=O. As a reaction SMILES: [Cl:1][c:2]1[cH:3][c:4]([C:11]([F:12])([F:13])[F:14])[cH:5][c:6]([C:9]#[N:10])[c:7]1[F:8].[F:15][C:16]([C:17]([F:18])([F:19])[F:20])([c:21]1[n:22][cH:23][nH:24][c:25](=[O:27])[cH:26]1)[F:28]>>[Cl:1][c:2]1[cH:3][c:4]([C:11]([F:12])([F:13])[F:14])[cH:5][c:6]([C:9]#[N:10])[c:7]1-[n:24]1[cH:23][n:22][c:21]([C:16]([F:15])([C:17]([F:18])([F:19])[F:20])[F:28])[cH:26][c:25]1=[O:27]. The reactants are CCOC(C)=O, CC(=O)[O-], COC(=O)C(N)Cc1ccccc1, Cl, O=C1CC(NC(=O)C(F)(F)F)C(=O)O1, [Na+]. The product is COC(=O)C(Cc1ccccc1)NC(=O)C(CC(=O)O)NC(=O)C(F)(F)F. Reaction SMILES: [CH3:1][CH2:2][O:3][C:4](=[O:5])[CH3:6].[CH3:22][C:23](=[O:24])[O-:25].[CH3:27][O:28][C:29]([CH:30]([NH2:31])[CH2:32][c:33]1[cH:34][cH:35][cH:36][cH:37][cH:38]1)=[O:39].[ClH:26].[F:7][C:8]([C:9](=[O:10])[NH:11][CH:12]1[CH2:13][C:14](=[O:15])[O:16][C:17]1=[O:18])([F:19])[F:20].[Na+:21]>>[F:7][C:8]([C:9](=[O:10])[NH:11][CH:12]([CH2:13][C:14](=[O:15])[OH:16])[C:17](=[O:18])[NH:31][CH:30]([C:29]([O:28][CH3:27])=[O:39])[CH2:32][c:33]1[cH:34][cH:35][cH:36][cH:37][cH:38]1)([F:19])[F:20]. Reactants: Cc1ccc(S(=O)(=O)OCC2(O)Cn3c(=O)cnc4ccc(F)c2c43)cc1, CCO, [Na+], [Na+], O=C([O-])[O-], CC(C)(C)OC(=O)N(Cc1cc2c(cn1)OCCO2)C1CCNCC1. Product: CC(C)(C)OC(=O)N(Cc1cc2c(cn1)OCCO2)C1CCN(CC2(O)Cn3c(=O)cnc4ccc(F)c2c43)CC1. RXN SMILES: [CH3:1][c:2]1[cH:3][cH:4][c:5]([S:6]([O:7][CH2:12][C:13]2([OH:27])[CH2:14][n:15]3[c:16](=[O:26])[cH:17][n:18][c:19]4[cH:20][cH:21][c:22]([F:25])[c:23]2[c:24]34)(=[O:8])=[O:9])[cH:10][cH:11]1.[CH3:59][CH2:60][OH:61].[Na+:53].[Na+:54].[O-:55][C:56](=[O:57])[O-:58].[O:28]1[CH2:29][CH2:30][O:31][c:32]2[cH:33][n:34][c:35]([CH2:38][N:39]([C:40]([O:41][C:42]([CH3:43])([CH3:44])[CH3:45])=[O:46])[CH:47]3[CH2:48][CH2:49][NH:50][CH2:51][CH2:52]3)[cH:36][c:37]21>>[CH2:12]([C:13]1([OH:27])[CH2:14][n:15]2[c:16](=[O:26])[cH:17][n:18][c:19]3[cH:20][cH:21][c:22]([F:25])[c:23]1[c:24]23)[N:50]1[CH2:49][CH2:48][CH:47]([N:39]([CH2:38][c:35]2[n:34][cH:33][c:32]3[c:37]([cH:36]2)[O:28][CH2:29][CH2:30][O:31]3)[C:40]([O:41][C:42]([CH3:43])([CH3:44])[CH3:45])=[O:46])[CH2:52][CH2:51]1.